Dataset: the Open Reaction Database (ORD), a public repository of structured organic reaction records. Task: describe an organic reaction: reactants, conditions, products, and yield The reactants are COC(=O)C1C2CC(OC(C)=O)C(C2)N1C(C)c1ccccc1, CO, [H][H], [OH-], [OH-], [Pd+2]. The product is COC(=O)C1NC2CC1CC2OC(C)=O. RXN SMILES: [C:1]([CH3:2])(=[O:3])[O:4][CH:5]1[CH2:6][CH:7]2[CH:8]([C:20](=[O:21])[O:22][CH3:23])[N:9]([CH:12]([c:13]3[cH:14][cH:15][cH:16][cH:17][cH:18]3)[CH3:19])[CH:10]1[CH2:11]2.[CH3:26][OH:27].[H:24][H:25].[OH-:28].[OH-:29].[Pd+2:30]>>[C:1]([CH3:2])(=[O:3])[O:4][CH:5]1[CH2:6][CH:7]2[CH:8]([C:20](=[O:21])[O:22][CH3:23])[NH:9][CH:10]1[CH2:11]2. Starting materials: Cl (hydrochloric acid), C(C1=CC=CC=C1)OC1=CC(=C(C(=C1)C)C1CC(=C(C(C1)=O)C(CC)=O)O)C (5-(4-benzyloxy-2,6-dimethylphenyl)-3-hydroxy-2-propionylcyclohex-2-en-1-one). Reagents/catalysts: [Pd] (Palladium on activated carbon). The solvent is C(C)(=O)OCC (ethyl acetate). Run at time 3 hour. Product: CC1=C(C(=CC(=C1)O)C)C1CC(=C(C(C1)=O)C(CC)=O)O (5-(2,6-dimethyl-4-hydroxyphenyl)-3-hydroxy-2-propionylcyclohex-2-en-1-one). Yield: 100.0%. Reaction SMILES: Cl.C([O:9][C:10]1[CH:15]=[C:14]([CH3:16])[C:13]([CH:17]2[CH2:22][C:21](=[O:23])[C:20]([C:24](=[O:27])[CH2:25][CH3:26])=[C:19]([OH:28])[CH2:18]2)=[C:12]([CH3:29])[CH:11]=1)C1C=CC=CC=1>[Pd].C(OCC)(=O)C>[CH3:16][C:14]1[CH:15]=[C:10]([OH:9])[CH:11]=[C:12]([CH3:29])[C:13]=1[CH:17]1[CH2:18][C:19](=[O:28])[C:20]([C:24](=[O:27])[CH2:25][CH3:26])=[C:21]([OH:23])[CH2:22]1. Procedure: Palladium on activated carbon (0.30 g), followed by concentrated hydrochloric acid (20 ml), were added to a solution of 5-(4-benzyloxy-2,6-dimethylphenyl)-3-hydroxy-2-propionylcyclohex-2-en-1-one (see Example 36) (3.22 g; 8.5 mmole) in ethyl acetate (200 ml). The mixture was hydrogenated at atmospheric pressure for 3 hours, then filtered, washed with water and dried over anhydrous sodium sulfate. Evaporation of the solvent gave 5-(2,6-dimethyl-4-hydroxyphenyl)-3-hydroxy-2-propionylcyclohex-2-en-... Run in C(C)(=O)O (acetic acid). Product: CN(C)\C(=C\1/C(C2=C(S1=O)C=CC=C2)=O)\C2=CC=CC=C2 ((E)-2-[(Dimethylamino)phenylmethylene]-benzo[b]thiophen-3(2H)-one-1-oxide). Reaction SMILES: [CH3:1][N:2](/[C:4](/[C:15]1[CH:20]=[CH:19][CH:18]=[CH:17][CH:16]=1)=[C:5]1\[C:6](=[O:14])[C:7]2[CH:13]=[CH:12][CH:11]=[CH:10][C:8]=2[S:9]\1)[CH3:3].[OH:21]O>C(O)(=O)C>[CH3:3][N:2](/[C:4](/[C:15]1[CH:20]=[CH:19][CH:18]=[CH:17][CH:16]=1)=[C:5]1\[C:6](=[O:14])[C:7]2[CH:13]=[CH:12][CH:11]=[CH:10][C:8]=2[S:9]\1=[O:21])[CH3:1]. Procedure details: Prepared analogous to Example 1 from (E)-2-[(dimethylamino)phenylmethylene]-benzo[b]thiophen-3(2H)-one and perhydrol in glacial acetic acid. The reactants are CN(C)\C(=C\1/C(C2=C(S1)C=CC=C2)=O)\C2=CC=CC=C2 ((E)-2-[(dimethylamino)phenylmethylene]-benzo[b]thiophen-3(2H)-one), OO (perhydrol). Starting materials: O=C([O-])[O-], Cn1ncc(N2CCNCC2)c(Cl)c1=O, [K+], [K+], CN(C)C=O, ClCC=Cc1ccccc1. Yields the product Cn1ncc(N2CCN(CC=Cc3ccccc3)CC2)c(Cl)c1=O. RXN SMILES: [C:16](=[O:17])([O-:18])[O-:19].[Cl:1][c:2]1[c:3](=[O:15])[n:4]([CH3:14])[n:5][cH:6][c:7]1[N:8]1[CH2:9][CH2:10][NH:11][CH2:12][CH2:13]1.[K+:20].[K+:21].[O:32]=[CH:33][N:34]([CH3:35])[CH3:36].[c:22]1([CH:28]=[CH:29][CH2:30][Cl:31])[cH:23][cH:24][cH:25][cH:26][cH:27]1>>[Cl:1][c:2]1[c:3](=[O:15])[n:4]([CH3:14])[n:5][cH:6][c:7]1[N:8]1[CH2:9][CH2:10][N:11]([CH2:30][CH:29]=[CH:28][c:22]2[cH:23][cH:24][cH:25][cH:26][cH:27]2)[CH2:12][CH2:13]1.